This data is from the Open Reaction Database (ORD), a public repository of structured organic reaction records. The task is: describe an organic reaction: reactants, conditions, products, and yield Reactants: FC=1C=2N(C=CC1C(C)(C)O)C=CN2 (2-(8-Fluoroimidazo[1,2-α]pyridin-7-yl)propan-2-ol), BrC=1C=CC(=C(OCC=2N(N=CN2)C)C1)F (3-(5-bromo-2-fluorophenoxymethyl)-2-methyl-2H-[1,2,4]triazole). The product is FC=1C=2N(C=CC1C(C)(C)O)C(=CN2)C2=CC(=C(C=C2)F)OCC=2N(N=CN2)C (2-{8-fluoro-3-[4-fluoro-3-(2-methyl-2H-[1,2,4]triazol-3-ylmethoxy)phenyl]imidazo[1,2-α]pyridin-7-yl}propan-2-ol). Isolated yield 43.0%. RXN SMILES: [F:1][C:2]1[C:3]2[N:4]([CH:12]=[CH:13][N:14]=2)[CH:5]=[CH:6][C:7]=1[C:8]([OH:11])([CH3:10])[CH3:9].Br[C:16]1[CH:17]=[CH:18][C:19]([F:30])=[C:20]([CH:29]=1)[O:21][CH2:22][C:23]1[N:24]([CH3:28])[N:25]=[CH:26][N:27]=1>>[F:1][C:2]1[C:3]2[N:4]([C:12]([C:16]3[CH:17]=[CH:18][C:19]([F:30])=[C:20]([O:21][CH2:22][C:23]4[N:24]([CH3:28])[N:25]=[CH:26][N:27]=4)[CH:29]=3)=[CH:13][N:14]=2)[CH:5]=[CH:6][C:7]=1[C:8]([OH:11])([CH3:10])[CH3:9]. Procedure: 2-(8-Fluoroimidazo[1,2-α]pyridin-7-yl)propan-2-ol was coupled to 3-(5-bromo-2-fluorophenoxymethyl)-2-methyl-2H-[1,2,4]triazole as described in Example 6 to give 2-{8-fluoro-3-[4-fluoro-3-(2-methyl-2H-[1,2,4]triazol-3-ylmethoxy)phenyl]imidazo[1,2-α]pyridin-7-yl}propan-2-ol as an off-white solid (169 mg, 43%): δH (400 MHz, d6-DMSO) 1.58 (6H, d, J 1), 3.94 (3H, s), 5.53 (2H, s), 5.55 (1H, s), 7.21-7.29 (2H, m), 7.44 (1H, dd, J 11 and 9), 7.68 (1H, dd, J 8 and 2), 7.76 (1H, s), 7.98 (1H, s), 8.42 (1... Reactants: CC(=O)O[BH-](OC(C)=O)OC(C)=O, CCOC(=O)C(C)(Cc1ccc(Oc2cc(N3CCNCC3)nc(N)n2)cc1)Oc1ccccc1, ClCCl, [Na+], O, O=Cc1ccccn1. The product is CCOC(=O)C(C)(Cc1ccc(Oc2cc(N3CCN(Cc4ccccn4)CC3)nc(N)n2)cc1)Oc1ccccc1. Reaction SMILES: [C:44]([O:45][BH-:46]([O:47][C:48](=[O:49])[CH3:50])[O:51][C:52](=[O:53])[CH3:54])(=[O:55])[CH3:56].[CH2:1]([CH3:2])[O:3][C:4]([C:5]([CH2:6][c:7]1[cH:8][cH:9][c:10]([O:13][c:14]2[n:15][c:16]([NH2:26])[n:17][c:18]([N:20]3[CH2:21][CH2:22][NH:23][CH2:24][CH2:25]3)[cH:19]2)[cH:11][cH:12]1)([O:27][c:28]1[cH:29][cH:30][cH:31][cH:32][cH:33]1)[CH3:34])=[O:35].[Cl:59][CH2:60][Cl:61].[Na+:57].[OH2:58].[n:36]1[c:37]([CH:42]=[O:43])[cH:38][cH:39][cH:40][cH:41]1>>[CH2:1]([CH3:2])[O:3][C:4]([C:5]([CH2:6][c:7]1[cH:8][cH:9][c:10]([O:13][c:14]2[n:15][c:16]([NH2:26])[n:17][c:18]([N:20]3[CH2:21][CH2:22][N:23]([CH2:42][c:37]4[n:36][cH:41][cH:40][cH:39][cH:38]4)[CH2:24][CH2:25]3)[cH:19]2)[cH:11][cH:12]1)([O:27][c:28]1[cH:29][cH:30][cH:31][cH:32][cH:33]1)[CH3:34])=[O:35].